From a dataset of the Open Reaction Database (ORD), a public repository of structured organic reaction records. describe an organic reaction: reactants, conditions, products, and yield Reactants: BrC=1C=C(C=CC1)C=1N(N=C2C(=CC=CC12)C(F)(F)F)CC1=C(C=C(C=C1F)F)F (3-(3-bromophenyl)-2-(2,4,6-trifluorobenzyl)-7-(trifluoromethyl)-2H-indazole), C[Si](C)(C)C#C.C(CCC)[Sn](CCCC)CCCC (trimethylsilyl-acetylene tributyltin). Reagents/catalysts: C=1C=CC(=CC1)[P](C=2C=CC=CC2)(C=3C=CC=CC3)[Pd]([P](C=4C=CC=CC4)(C=5C=CC=CC5)C=6C=CC=CC6)([P](C=7C=CC=CC7)(C=8C=CC=CC8)C=9C=CC=CC9)[P](C=1C=CC=CC1)(C=1C=CC=CC1)C=1C=CC=CC1.C1(=CC=CC=C1)P(C1=CC=CC=C1)C1=CC=CC=C1 (Palladium-tetrakis triphenylphosphine). Run in C1(=CC=CC=C1)C (toluene). Product: FC1=C(CN2N=C3C(=CC=CC3=C2C2=CC(=CC=C2)C#C[Si](C)(C)C)C(F)(F)F)C(=CC(=C1)F)F (2-(2,4,6-TRIFLUOROBENZYL)-7-(TRIFLUOROMETHYL)-3-{3-[(TRIMETHYLSILYL)ETHYNYL]PHENYL}-2H-INDAZOLE). RXN SMILES: Br[C:2]1[CH:3]=[C:4]([C:8]2[N:9]([CH2:21][C:22]3[C:27]([F:28])=[CH:26][C:25]([F:29])=[CH:24][C:23]=3[F:30])[N:10]=[C:11]3[C:16]=2[CH:15]=[CH:14][CH:13]=[C:12]3[C:17]([F:20])([F:19])[F:18])[CH:5]=[CH:6][CH:7]=1.[CH3:31][Si:32]([C:35]#[CH:36])([CH3:34])[CH3:33].C([Sn](CCCC)CCCC)CCC>C1(C)C=CC=CC=1.C1C=CC([P]([Pd]([P](C2C=CC=CC=2)(C2C=CC=CC=2)C2C=CC=CC=2)([P](C2C=CC=CC=2)(C2C=CC=CC=2)C2C=CC=CC=2)[P](C2C=CC=CC=2)(C2C=CC=CC=2)C2C=CC=CC=2)(C2C=CC=CC=2)C2C=CC=CC=2)=CC=1.C1(P(C2C=CC=CC=2)C2C=CC=CC=2)C=CC=CC=1>[F:28][C:27]1[CH:26]=[C:25]([F:29])[CH:24]=[C:23]([F:30])[C:22]=1[CH2:21][N:9]1[C:8]([C:4]2[CH:5]=[CH:6][CH:7]=[C:2]([C:36]#[C:35][Si:32]([CH3:34])([CH3:33])[CH3:31])[CH:3]=2)=[C:16]2[C:11]([C:12]([C:17]([F:19])([F:18])[F:20])=[CH:13][CH:14]=[CH:15]2)=[N:10]1 |f:1.2,4.5,^1:37,60,62,81,100|. Reported procedure: A solution of 3-(3-bromophenyl)-2-(2,4,6-trifluorobenzyl)-7-(trifluoromethyl)-2H-indazole (2.0 g, 4.1 mmol) and trimethylsilyl-acetylene-tributyltin in 30 mL of toluene was degassed. Palladium-tetrakis-triphenylphosphine (0.046 g, 0.4 mmol) was added and the mixture heated at reflux for 18 hours. The reaction mixture was concentrated in vacuo and purified by flash chromatography (silica 60, hexane-ethyl acetate, 9:1) to give the title compound (1.8 g) as a white solid.